The task is: describe an organic reaction: reactants, conditions, products, and yield. This data is from the Open Reaction Database (ORD), a public repository of structured organic reaction records. Starting materials: B1(OC(C(O1)(C)C)(C)C)B2OC(C(O2)(C)C)(C)C (bis(pinacolato)diboron), BrC=1C=C2C(=NC1)NC(=N2)CCC2CCCCC(N2)=O (7-[2-(6-bromo-3H-imidazo[4,5-b]pyridin-2-yl)-ethyl]-azepan-2-one), BrC=1C=C2C(=NC1)NC(=N2)CCC2CCCCC(N2)=O (7-[2-(6-bromo-3H-imidazo[4,5-b]pyridin-2-yl)-ethyl]-azepan-2-one), C([O-])([O-])=O.[Na+].[Na+] (sodium carbonate), trans-dichloro-bis(tricyclohexyl-phosphine) palladium(II), boronic ester, C(C)(=O)[O-].[K+] (potassium acetate), BrC1=CC=C(C=C1)S(=O)(=O)N1CCC1 (1-(4-bromo-benzenesulfonyl)-azetidine), BrC1=CC=C(C=C1)S(=O)(=O)N1CCC1 (1-(4-bromo-benzenesulfonyl)-azetidine). Reagents/catalysts: C1=CC=C(C=C1)P([C-]2C=CC=C2)C3=CC=CC=C3.C1=CC=C(C=C1)P([C-]2C=CC=C2)C3=CC=CC=C3.Cl[Pd]Cl.[Fe+2] (Pd(Cl)2(dppf)), C1(=CC=CC=C1)P([C-]1C=CC=C1)C1=CC=CC=C1.[C-]1(C=CC=C1)P(C1=CC=CC=C1)C1=CC=CC=C1.[Fe+2] (DPPF). Solvent: O (water), C(Cl)Cl (CH2Cl2), O=O (oxygen). Reaction conditions: temperature 110 celsius. The product is N1(CCC1)S(=O)(=O)C1=CC=C(C=C1)C=1C=C2C(=NC1)NC(=N2)CCC2CCCCC(N2)=O (7-(2-{6-[4-(Azetidine-1-sulfonyl)-phenyl]-3H-imidazo[4,5-b]pyridin-2-yl}-ethyl)-azepan-2-one). Yield: 46.3%. As a reaction SMILES: Br[C:2]1[CH:7]=[CH:6][C:5]([S:8]([N:11]2[CH2:14][CH2:13][CH2:12]2)(=[O:10])=[O:9])=[CH:4][CH:3]=1.B1(B2OC(C)(C)C(C)(C)O2)OC(C)(C)C(C)(C)O1.C([O-])(=O)C.[K+].Br[C:39]1[CH:40]=[C:41]2[N:47]=[C:46]([CH2:48][CH2:49][CH:50]3[NH:56][C:55](=[O:57])[CH2:54][CH2:53][CH2:52][CH2:51]3)[NH:45][C:42]2=[N:43][CH:44]=1.C(=O)([O-])[O-].[Na+].[Na+]>O=O.O.C1C=CC(P(C2C=CC=CC=2)[C-]2C=CC=C2)=CC=1.C1C=CC(P(C2C=CC=CC=2)[C-]2C=CC=C2)=CC=1.Cl[Pd]Cl.[Fe+2].C1(P(C2C=CC=CC=2)[C-]2C=CC=C2)C=CC=CC=1.[C-]1(P(C2C=CC=CC=2)C2C=CC=CC=2)C=CC=C1.[Fe+2].C(Cl)Cl>[N:11]1([S:8]([C:5]2[CH:6]=[CH:7][C:2]([C:39]3[CH:40]=[C:41]4[N:47]=[C:46]([CH2:48][CH2:49][CH:50]5[NH:56][C:55](=[O:57])[CH2:54][CH2:53][CH2:52][CH2:51]5)[NH:45][C:42]4=[N:43][CH:44]=3)=[CH:3][CH:4]=2)(=[O:10])=[O:9])[CH2:14][CH2:13][CH2:12]1 |f:2.3,5.6.7,10.11.12.13,14.15.16|. Procedure details: 378 mg of 1-(4-bromo-benzenesulfonyl)-azetidine (compound C3) are dissolved in 10 ml of oxygen-free dioxane under an atmosphere of dry nitrogen. Subsequently, 383 mg of bis(pinacolato)diboron, 30 mg of Pd(Cl)2(dppf).CH2Cl2, 23 mg of DPPF (1,1′-bis(diphenylphosphino)-ferrocene), and 403 mg of potassium acetate are added. The reaction mixture is heated at 110° C. for 16 hours during which time the former yellowish suspension becomes black (LC-MS monitoring for boronic ester intermediate). Thereaft... Solvent: CO (methanol). Run at temperature 0 celsius. Reactants: CSC1=CC=C(C=C1)/C=C/C1=NC=C(C(=O)OC)C=C1 (Methyl 6-{(E)-2-[4-(methylsulfanyl)phenyl]ethenyl}nicotinate), [OH-].[Na+] (sodium hydroxide). Isolated yield 98.7%. Procedure: Methyl 6-{(E)-2-[4-(methylsulfanyl)phenyl]ethenyl}nicotinate (80 mg, 0.280 mmol; see step (i) above) was suspended in methanol (4 mL) and a solution of sodium hydroxide (250 mg, in water 10 mL) and the reaction mixture was heated under reflux for 4 h. The solvent was removed under reduced pressure and the aqueous layer was extracted with DCM. The aqueous layer was cooled to 0° C. with ice then HCl(conc.) was added dropwise with stirring until pH4, where a precipitate formed. The solid material w... As a reaction SMILES: [CH3:1][S:2][C:3]1[CH:8]=[CH:7][C:6](/[CH:9]=[CH:10]/[C:11]2[CH:20]=[CH:19][C:14]([C:15]([O:17]C)=[O:16])=[CH:13][N:12]=2)=[CH:5][CH:4]=1.[OH-].[Na+]>CO>[CH3:1][S:2][C:3]1[CH:4]=[CH:5][C:6](/[CH:9]=[CH:10]/[C:11]2[CH:20]=[CH:19][C:14]([C:15]([OH:17])=[O:16])=[CH:13][N:12]=2)=[CH:7][CH:8]=1 |f:1.2|. The product is CSC1=CC=C(C=C1)/C=C/C1=NC=C(C(=O)O)C=C1 (6-{(E)-2-[4-(Methylsulfanyl)phenyl]ethenyl}nicotinic acid). Starting materials: NC1=NC(=NC(=N1)Cl)C(C)(C)F (2-amino-4-chloro-6-(1-fluoro-1-methylethyl)-1,3,5-triazine), C([O-])([O-])=O.[K+].[K+] (potassium carbonate), C1(=CC=CC=C1)CCCC(C1CC1)N (4-phenyl-1-cyclopropyl-1-butylamine). Run in C(C)#N (acetonitrile), C(C)#N (acetonitrile). The product is NC1=NC(=NC(=N1)C(C)(C)F)NC(CCCC1=CC=CC=C1)C1CC1 (2-Amino-4-(1-fluoro-1-methylethyl)-6-(1-phenyl-4-cyclopropyl-4-butylamino)-1,3,5-triazine). As a reaction SMILES: [NH2:1][C:2]1[N:7]=[C:6](Cl)[N:5]=[C:4]([C:9]([F:12])([CH3:11])[CH3:10])[N:3]=1.C(=O)([O-])[O-].[K+].[K+].[C:19]1([CH2:25][CH2:26][CH2:27][CH:28]([NH2:32])[CH:29]2[CH2:31][CH2:30]2)[CH:24]=[CH:23][CH:22]=[CH:21][CH:20]=1>C(#N)C>[NH2:1][C:2]1[N:3]=[C:4]([C:9]([F:12])([CH3:11])[CH3:10])[N:5]=[C:6]([NH:32][CH:28]([CH:29]2[CH2:31][CH2:30]2)[CH2:27][CH2:26][CH2:25][C:19]2[CH:24]=[CH:23][CH:22]=[CH:21][CH:20]=2)[N:7]=1 |f:1.2.3|. Procedure: 1.52 g (0.008 mol) of 2-amino-4-chloro-6-(1-fluoro-1-methylethyl)-1,3,5-triazine and 1.64 g (0.012 mol) of potassium carbonate are introduced into 30 ml of acetonitrile. 1.50 g (0.008 mol) of 4-phenyl-1-cyclopropyl-1-butylamine, dissolved in 10 ml of acetonitrile, are added dropwise to this solution. The mixture is refluxed for three hours. The solid components are then filtered off with suction and the filtrate is evaporated on a rotary evaporator. The residue is purified by column chromatograp...